From a dataset of the Open Reaction Database (ORD), a public repository of structured organic reaction records. describe an organic reaction: reactants, conditions, products, and yield Starting materials: COc1ccc(Nc2ncc(C(C)NC(=O)OC(C)(C)C)nn2)cc1, CCO, Cl. The product is COc1ccc(Nc2ncc(C(C)N)nn2)cc1. RXN SMILES: [CH3:1][O:2][c:3]1[cH:4][cH:5][c:6]([NH:9][c:10]2[n:11][n:12][c:13]([CH:16]([CH3:17])[NH:18][C:19](=[O:20])[O:21][C:22]([CH3:23])([CH3:24])[CH3:25])[cH:14][n:15]2)[cH:7][cH:8]1.[CH3:27][CH2:28][OH:29].[ClH:26]>>[CH3:1][O:2][c:3]1[cH:4][cH:5][c:6]([NH:9][c:10]2[n:11][n:12][c:13]([CH:16]([CH3:17])[NH2:18])[cH:14][n:15]2)[cH:7][cH:8]1. Starting materials: CC(C(=O)NC1=CC=C2C(=CN3C(C2=C1)=NC=C(C3=O)C(=O)OCC)C)C(CC)C (ethyl 10-(2,3-dimethylpentanoylamino)-7-methyl-4-oxo-4H-pyrimido[2,1-a]isoquinoline-3-carboxylate), [OH-].[Na+] (sodium hydroxide). Solvent: CO (methanol), CO (Methanol). Reaction conditions: time 2 day. The product is CC(C(=O)NC1=CC=C2C(=CN3C(C2=C1)=NC=C(C3=O)C(=O)[O-])C)C(CC)C.[Na+] (sodium 10-(2,3-dimethylpentanoylamino)-7-methyl-4-oxo-4H-pyrimido[2,1-a]isoquinoline-3-carboxylate). Reaction SMILES: [CH3:1][CH:2]([CH:27]([CH3:30])[CH2:28][CH3:29])[C:3]([NH:5][C:6]1[CH:15]=[C:14]2[C:9]([C:10]([CH3:26])=[CH:11][N:12]3[C:19](=[O:20])[C:18]([C:21]([O:23]CC)=[O:22])=[CH:17][N:16]=[C:13]32)=[CH:8][CH:7]=1)=[O:4].[OH-].[Na+:32]>CO>[CH3:1][CH:2]([CH:27]([CH3:30])[CH2:28][CH3:29])[C:3]([NH:5][C:6]1[CH:15]=[C:14]2[C:9]([C:10]([CH3:26])=[CH:11][N:12]3[C:19](=[O:20])[C:18]([C:21]([O-:23])=[O:22])=[CH:17][N:16]=[C:13]32)=[CH:8][CH:7]=1)=[O:4].[Na+:32] |f:1.2,4.5|. Procedure: A mixture of ethyl 10-(2,3-dimethylpentanoylamino)-7-methyl-4-oxo-4H-pyrimido[2,1-a]isoquinoline-3-carboxylate (520 mg) and 1N aqueous sodium hydroxide (3.6 ml) in aqueous methanol (25 ml) was stirred at room temperature for 2 days. Methanol was added to the reaction mixture until nearly all the precipitate was dissolved. The solution was concentrated to a half volume under reduced pressure and then filtered. The filtrate was diluted with water and allowed to stand in a refrigerator. The resulta... RXN SMILES: [OH:1][C@H:2]1[CH2:6][NH:5][C@H:4]([C:7]([OH:9])=[O:8])[CH2:3]1.[CH3:10][O:11][C:12]1[CH:30]=[CH:29][C:15]([CH2:16][O:17][C:18](SC2N=C(C)C=C(C)N=2)=[O:19])=[CH:14][CH:13]=1>>[CH3:10][O:11][C:12]1[CH:30]=[CH:29][C:15]([CH2:16][O:17][C:18]([N:5]2[CH2:6][C@H:2]([OH:1])[CH2:3][C@H:4]2[C:7]([OH:9])=[O:8])=[O:19])=[CH:14][CH:13]=1. Procedure: In the same manner as described in Reference Example 1--1 but using 10 g of trans-4-hydroxy-L-proline and 23.2 g of S-p-methoxybenzyloxycarbonyl-4,6-dimethyl-2-mercaptopyrimidine, trans-1-(p-methoxybenzyloxycarbonyl)-4-hydroxy-L-proline was obtained. Starting materials: O[C@@H]1C[C@H](NC1)C(=O)O (trans-4-hydroxy-L-proline), COC1=CC=C(COC(=O)SC2=NC(=CC(=N2)C)C)C=C1 (S-p-methoxybenzyloxycarbonyl-4,6-dimethyl-2-mercaptopyrimidine). The product is COC1=CC=C(COC(=O)N2[C@H](C(=O)O)C[C@H](C2)O)C=C1 (trans-1-(p-methoxybenzyloxycarbonyl)-4-hydroxy-L-proline).